This data is from the Open Reaction Database (ORD), a public repository of structured organic reaction records. The task is: describe an organic reaction: reactants, conditions, products, and yield Starting materials: C1(=CC=CC=C1)S(=O)(=O)N1C(=CC2=CC(=CC=C12)Cl)S(=O)(=O)Cl (1-benzenesulphonyl-5-chloroindol-2-ylsulphonyl chloride), N1CCNCC1 (piperazine). The solvent is ClCCl (dichloromethane), ClCCl (dichloromethane). Run at time 2 hour. The product is C1(=CC=CC=C1)S(=O)(=O)N1C(=CC2=CC(=CC=C12)Cl)S(=O)(=O)N1CCNCC1 (1-(1-benzene sulphonyl-5-chloroindol-2-ylsulphonyl)piperazine). Reaction SMILES: [C:1]1([S:7]([N:10]2[C:18]3[C:13](=[CH:14][C:15]([Cl:19])=[CH:16][CH:17]=3)[CH:12]=[C:11]2[S:20](Cl)(=[O:22])=[O:21])(=[O:9])=[O:8])[CH:6]=[CH:5][CH:4]=[CH:3][CH:2]=1.[NH:24]1[CH2:29][CH2:28][NH:27][CH2:26][CH2:25]1>ClCCl>[C:1]1([S:7]([N:10]2[C:18]3[C:13](=[CH:14][C:15]([Cl:19])=[CH:16][CH:17]=3)[CH:12]=[C:11]2[S:20]([N:24]2[CH2:29][CH2:28][NH:27][CH2:26][CH2:25]2)(=[O:22])=[O:21])(=[O:9])=[O:8])[CH:6]=[CH:5][CH:4]=[CH:3][CH:2]=1. Reported procedure: The requisite 1-(1-benzenesulphonyl-5-chloroindol-2-ylsulphonyl)piperazine starting material was prepared as follows. A solution of 1-benzenesulphonyl-5-chloroindol-2-ylsulphonyl chloride (10.0 g, 25.6 mmol) in dichloromethane (100 ml) was added dropwise to a stirred solution of piperazine (13.23 g, 6 eq.) in dichloromethane (200 ml), and the mixture stirred for a further 2 hrs. The reaction mixture was then washed with water (3×200 ml), dried (Phase-Separating paper) and evaporated to give a re... Reactants: CS(=O)(=O)Cl, ClCCl, COc1cccc2c1nc(C(F)F)n2-c1nc(N2CCOCC2)nc(N2CCC(N)CC2)n1, [K+], [K+], O=C([O-])[O-]. Yields the product COc1cccc2c1nc(C(F)F)n2-c1nc(N2CCOCC2)nc(N2CCC(NS(C)(=O)=O)CC2)n1. RXN SMILES: [CH3:34][S:35]([Cl:36])(=[O:37])=[O:38].[Cl:45][CH2:46][Cl:47].[F:1][CH:2]([c:3]1[n:4][c:5]2[c:6]([n:7]1-[c:8]1[n:9][c:10]([N:20]3[CH2:21][CH2:22][CH:23]([NH2:26])[CH2:24][CH2:25]3)[n:11][c:12]([N:14]3[CH2:15][CH2:16][O:17][CH2:18][CH2:19]3)[n:13]1)[cH:27][cH:28][cH:29][c:30]2[O:31][CH3:32])[F:33].[K+:39].[K+:40].[O-:41][C:42]([O-:43])=[O:44]>>[F:1][CH:2]([c:3]1[n:4][c:5]2[c:6]([n:7]1-[c:8]1[n:9][c:10]([N:20]3[CH2:21][CH2:22][CH:23]([NH:26][S:35]([CH3:34])(=[O:37])=[O:38])[CH2:24][CH2:25]3)[n:11][c:12]([N:14]3[CH2:15][CH2:16][O:17][CH2:18][CH2:19]3)[n:13]1)[cH:27][cH:28][cH:29][c:30]2[O:31][CH3:32])[F:33].